The task is: describe an organic reaction: reactants, conditions, products, and yield. This data is from the Open Reaction Database (ORD), a public repository of structured organic reaction records. Starting materials: NC=1C=NC=CC1 (3-aminopyridine), COC=1C=NC=CC1 (3-methoxypyridine), [NH2-].[Na+] (sodamide), NC1=NC=CC=C1C (2-amino-3-methylpyridine), OC=1C=NC=CC1 (3-hydroxypyridine). Run in C=1(C(=CC=CC1)C)C (xylene). The product is NC1=NC=CC=C1OC (2-amino-3-methoxypyridine). Yield: 40.3%. RXN SMILES: NC1C=NC=CC=1.[NH2:8][C:9]1[C:14](C)=[CH:13][CH:12]=[CH:11][N:10]=1.[OH:16][C:17]1C=NC=CC=1.COC1C=NC=CC=1.[NH2-].[Na+]>C1(C)C(C)=CC=CC=1>[NH2:8][C:9]1[C:14]([O:16][CH3:17])=[CH:13][CH:12]=[CH:11][N:10]=1 |f:4.5|. Procedure: A mixture of 28.1 g (0.72 mole) of sodamide, 400 cc of toluene containing 0.1 cc of oleic acid, and 65.5 g (0.60 mole) of 3-methoxypyridine was placed in a liter Magne Drive, equipped as described in Example 15. The autoclave was closed and purged of air with ammonia, pressurized to 30 psig with ammonia and then to 200 psig with nitrogen. The pressure relief valve was set at 340 psig. Cooling water was turned on the reflux condenser. The mixture was heated with stirring to 120° C. and kept heati... Reactants: COC(=O)c1csc(NC(=O)C(CC2CCCC2)c2ccc([N+](=O)[O-])cc2)n1, CCOC(C)=O. Yields the product COC(=O)c1csc(NC(=O)C(CC2CCCC2)c2ccc(N)cc2)n1. RXN SMILES: [CH3:1][O:2][C:3](=[O:4])[c:5]1[n:6][c:7]([NH:10][C:11]([CH:12]([CH2:13][CH:14]2[CH2:15][CH2:16][CH2:17][CH2:18]2)[c:19]2[cH:20][cH:21][c:22]([N+:25]([O-:26])=[O:27])[cH:23][cH:24]2)=[O:28])[s:8][cH:9]1.[CH3:29][CH2:30][O:31][C:32](=[O:33])[CH3:34]>>[CH3:1][O:2][C:3](=[O:4])[c:5]1[n:6][c:7]([NH:10][C:11]([CH:12]([CH2:13][CH:14]2[CH2:15][CH2:16][CH2:17][CH2:18]2)[c:19]2[cH:20][cH:21][c:22]([NH2:25])[cH:23][cH:24]2)=[O:28])[s:8][cH:9]1. The reactants are CN=C=S (Methyl isothiocyanate), ClC1=C(SC=C1C)C1(CCCC1)C(=O)NN (1-(3-chloro-4-methyl-2-thienyl)cyclopentanecarbohydrazide). Run in C(C)O (ethanol). Conditions: temperature 75 celsius, time 3 hour. Yields the product ClC1=C(SC=C1C)C1(CCCC1)C(=O)NNC(NC)=S (2-{[1-(3-chloro-4-methyl-2-thienyl)cyclopentyl]carbonyl}-N-methylhydrazinecarbothioamide). Isolated yield 65.1%. As a reaction SMILES: [CH3:1][N:2]=[C:3]=[S:4].[Cl:5][C:6]1[C:10]([CH3:11])=[CH:9][S:8][C:7]=1[C:12]1([C:17]([NH:19][NH2:20])=[O:18])[CH2:16][CH2:15][CH2:14][CH2:13]1>C(O)C>[Cl:5][C:6]1[C:10]([CH3:11])=[CH:9][S:8][C:7]=1[C:12]1([C:17]([NH:19][NH:20][C:3](=[S:4])[NH:2][CH3:1])=[O:18])[CH2:16][CH2:15][CH2:14][CH2:13]1. Procedure: Methyl isothiocyanate (62 mg) was added to an ethanol (10 ml) solution of 1-(3-chloro-4-methyl-2-thienyl)cyclopentanecarbohydrazide (200 mg), followed by stirring at 75° C. for 3 hours. The reaction solution was subjected to evaporation under reduced pressure and the resulting crude product washed with ether to obtain 167 mg of 2-{[1-(3-chloro-4-methyl-2-thienyl)cyclopentyl]carbonyl}-N-methylhydrazinecarbothioamide. Reactants: CNC1=CC=CC=C1 (N-methylaniline), ClCCC1OC2=C(C(N(C1)C)=S)C=CC=N2 (2-(2-chloroethyl)-2,3-dihydro-4-methylpyrido[3,2-f][1,4]oxazepine-5(4H)-thione), CNC1=CC=CC=C1 (N-methylaniline). The solvent is C1(=CC=CC=C1)C (toluene). Reaction conditions: time 2 day. The product is CN1CC(OC2=C(C1=S)C=CC=N2)CCN(C2=CC=CC=C2)C (2,3-Dihydro-4-methyl-2-[2-(methylphenylamino)ethyl]pyrido[3,2-f][1,4]oxazepin-5(4H)-thione). Reaction SMILES: Cl[CH2:2][CH2:3][CH:4]1[CH2:10][N:9]([CH3:11])[C:8](=[S:12])[C:7]2[CH:13]=[CH:14][CH:15]=[N:16][C:6]=2[O:5]1.[CH3:17][NH:18][C:19]1[CH:24]=[CH:23][CH:22]=[CH:21][CH:20]=1>C1(C)C=CC=CC=1>[CH3:11][N:9]1[C:8](=[S:12])[C:7]2[CH:13]=[CH:14][CH:15]=[N:16][C:6]=2[O:5][CH:4]([CH2:3][CH2:2][N:18]([CH3:17])[C:19]2[CH:24]=[CH:23][CH:22]=[CH:21][CH:20]=2)[CH2:10]1. Procedure details: To a suspension of 2-(2-chloroethyl)-2,3-dihydro-4-methylpyrido[3,2-f][1,4]oxazepine-5(4H)-thione in 100 ml of toluene was added 11.49 g (0.11 mole) N-methylaniline and the mixture heated to reflux with stirring for 2 days (after approx. 6 hr, 23.0 g (0.22 mole) additional N-methylaniline was added). Toluene was removed by rotary evaporation (90° C., water aspirator). The N-methylaniline was removed also by rotary evaporation (90° C., vacuum pump). The residue was taken up in 100 ml of chlorofor... Yields the product COC1=C(OC)C(=O)C(Cc2ccc(O)c(C(=O)Nc3cccnc3N(C)C)c2)=C(C)C1=O. Starting materials: COC1=C(OC)C(=O)C(Cc2ccc(OC(C)=O)c(C(=O)Nc3cccnc3N(C)C)c2)=C(C)C1=O, CO, [Na+], O, O=C([O-])O. As a reaction SMILES: [CH3:1][N:2]([c:3]1[n:4][cH:5][cH:6][cH:7][c:8]1[NH:9][C:10]([c:11]1[c:12]([O:31][C:32](=[O:33])[CH3:34])[cH:13][cH:14][c:15]([CH2:17][C:18]2=[C:23]([CH3:24])[C:22](=[O:25])[C:21]([O:26][CH3:27])=[C:20]([O:28][CH3:29])[C:19]2=[O:30])[cH:16]1)=[O:35])[CH3:36].[CH3:42][OH:43].[Na+:37].[OH2:44].[OH:38][C:39](=[O:40])[O-:41]>>[CH3:1][N:2]([c:3]1[n:4][cH:5][cH:6][cH:7][c:8]1[NH:9][C:10]([c:11]1[c:12]([OH:31])[cH:13][cH:14][c:15]([CH2:17][C:18]2=[C:23]([CH3:24])[C:22](=[O:25])[C:21]([O:26][CH3:27])=[C:20]([O:28][CH3:29])[C:19]2=[O:30])[cH:16]1)=[O:35])[CH3:36]. Reactants: C([O-])([O-])=O.[K+].[K+] (potassium carbonate), C(C)OC(C(C)Br)=O (2-bromopropionic acid ethyl ester), C1(=CC=CC2=CC=CC=C12)C1=C(C(=NN=N1)C1=C(C=C(C=C1)O)O)C1=CC=CC2=CC=CC=C12 (bis-α-naphthyl-(2,4-dihydroxyphenyl)-triazine). Solvent: CN(C)C=O (DMF). Reaction conditions: temperature 125 celsius. Yields the product C1(=CC=CC2=CC=CC=C12)C1=C(C(=NN=N1)C1=C(C=C(C=C1)OC(C)C(=O)OCC)O)C1=CC=CC2=CC=CC=C12 (Bis-α-naphthyl-(4-[1-ethoxycarbonyl-ethoxy]-2-hydroxy-phenyl)-triazine). Reaction SMILES: C(=O)([O-])[O-].[K+].[K+].[CH2:7]([O:9][C:10](=[O:14])[CH:11](Br)[CH3:12])[CH3:8].[C:15]1([C:25]2[N:30]=[N:29][N:28]=[C:27]([C:31]3[CH:36]=[CH:35][C:34]([OH:37])=[CH:33][C:32]=3[OH:38])[C:26]=2[C:39]2[C:48]3[C:43](=[CH:44][CH:45]=[CH:46][CH:47]=3)[CH:42]=[CH:41][CH:40]=2)[C:24]2[C:19](=[CH:20][CH:21]=[CH:22][CH:23]=2)[CH:18]=[CH:17][CH:16]=1>CN(C=O)C>[C:15]1([C:25]2[N:30]=[N:29][N:28]=[C:27]([C:31]3[CH:36]=[CH:35][C:34]([O:37][CH:11]([C:10]([O:9][CH2:7][CH3:8])=[O:14])[CH3:12])=[CH:33][C:32]=3[OH:38])[C:26]=2[C:39]2[C:48]3[C:43](=[CH:44][CH:45]=[CH:46][CH:47]=3)[CH:42]=[CH:41][CH:40]=2)[C:24]2[C:19](=[CH:20][CH:21]=[CH:22][CH:23]=2)[CH:18]=[CH:17][CH:16]=1 |f:0.1.2|. Reported procedure: 9.39 g of potassium carbonate and 9.02 g of 2-bromopropionic acid ethyl ester are added to a solution of 20.0 g of the product from Example A6 in 200 ml of DMF. The reaction mixture is heated at 125° C. for 3.5 h. The solid which precipitates is filtered off and washed with toluene. The combined organic phase is freed of solvent in vac. Chromatography of the residue on silica gel yields the product of melting point: 124–125° C. Starting materials: C(C)C=1SC=CC1 (2-Ethylthiophene), BrC=1C=C(C=O)C=CC1OC (3-bromo-4-methoxybenzaldehyde). Yields the product BrC=1C=C(C=CC1OC)CC=1SC(=CC1)CC (3-Bromo-1-(5-ethyl-2-thienylmethyl)-4-methoxybenzene). As a reaction SMILES: [CH2:1]([C:3]1[S:4][CH:5]=[CH:6][CH:7]=1)[CH3:2].[Br:8][C:9]1[CH:10]=[C:11]([CH:14]=[CH:15][C:16]=1[O:17][CH3:18])[CH:12]=O>>[Br:8][C:9]1[CH:10]=[C:11]([CH2:12][C:5]2[S:4][C:3]([CH2:1][CH3:2])=[CH:7][CH:6]=2)[CH:14]=[CH:15][C:16]=1[O:17][CH3:18]. Procedure: 2-Ethylthiophene and 3-bromo-4-methoxybenzaldehyde were used and treated in a manner similar to Reference Example 7 to give the target compound. Starting materials: CCCO, CN1CCNCC1, Cc1cc2c(s1)Nc1ccccc1N=C2N, O. Yields the product Cc1cc2c(s1)Nc1ccccc1N=C2N1CCN(C)CC1. RXN SMILES: [CH2:24]([OH:25])[CH2:26][CH3:27].[CH3:17][N:18]1[CH2:19][CH2:20][NH:21][CH2:22][CH2:23]1.[NH2:1][C:2]1=[N:8][c:7]2[c:6]([cH:12][cH:11][cH:10][cH:9]2)[NH:5][c:4]2[c:3]1[cH:15][c:14]([CH3:16])[s:13]2.[OH2:28]>>[N:1]1([C:2]2=[N:8][c:7]3[c:6]([cH:12][cH:11][cH:10][cH:9]3)[NH:5][c:4]3[c:3]2[cH:15][c:14]([CH3:16])[s:13]3)[CH2:20][CH2:19][N:18]([CH3:17])[CH2:23][CH2:22]1. Starting materials: C=C(C)C=1C=C(C#N)C=CN1 (2-(prop-1-en-2-yl)isonicotinonitrile), Cl (HCl). Reagents/catalysts: [Pd] (Pd/C). Run in CO (MeOH). Conditions: time 14 hour. Product: C(C)(C)C1=NC=CC(=C1)CN ((2-isopropylpyridin-4-yl)methanamine). Isolated yield 59.2%. RXN SMILES: [CH2:1]=[C:2]([C:4]1[CH:5]=[C:6]([CH:9]=[CH:10][N:11]=1)[C:7]#[N:8])[CH3:3].Cl>CO.[Pd]>[CH:2]([C:4]1[CH:5]=[C:6]([CH2:7][NH2:8])[CH:9]=[CH:10][N:11]=1)([CH3:3])[CH3:1]. Procedure details: A mixture of 154 mg (1.07 mmol) of 2-(prop-1-en-2-yl)isonicotinonitrile and 19.2 mg of 10% Pd/C with 1.7 mL of 1.25 N HCl in 10 mL of MeOH was stirred at r.t. under H2 balloon for 14 h. The mixture was filtered through Celite and concentrated. Saturated NaHCO3 was added, and the mixture concentrated with methanol, filtered through a sintered funnel, and reconcentrated to give 95.1 mg of crude (2-isopropylpyridin-4-yl)methanamine which was used without further purification. Reactants: C1(=CC=CC=C1)S(=O)(=O)CCCC=1NC2=CC=CC=C2C1 (3-phenylsulfonylpropylindole), Cl.FC1=CC2=C(C(=NO2)C2CCNCC2)C=C1 (6-fluoro-3-(4-piperidyl)-1,2-benzisoxazole hydrochloride), C([O-])([O-])=O.[K+].[K+] (potassium carbonate), CC(CC)=O (2-butanone). The solvent is O (water). Yields the product FC1=CC2=C(C(=NO2)C2CCN(CC2)CCCC2=C(NC3=CC=CC=C23)C)C=C1 (3-{3-[4-(6-Fluoro-1,2-benzisoxazol-3-yl)piperidyl]propyl}-2-methylindole). Isolated yield 31.5%. RXN SMILES: C1(S(CC[CH2:12][C:13]2[NH:14][C:15]3[C:20]([CH:21]=2)=[CH:19][CH:18]=[CH:17][CH:16]=3)(=O)=O)C=CC=CC=1.Cl.[F:23][C:24]1[CH:38]=[CH:37][C:27]2[C:28]([CH:31]3[CH2:36][CH2:35][NH:34][CH2:33][CH2:32]3)=[N:29][O:30][C:26]=2[CH:25]=1.C(=O)([O-])[O-].[K+].[K+].[CH3:45][C:46](=O)[CH2:47]C>O>[F:23][C:24]1[CH:38]=[CH:37][C:27]2[C:28]([CH:31]3[CH2:32][CH2:33][N:34]([CH2:45][CH2:46][CH2:47][C:21]4[C:20]5[C:15](=[CH:16][CH:17]=[CH:18][CH:19]=5)[NH:14][C:13]=4[CH3:12])[CH2:35][CH2:36]3)=[N:29][O:30][C:26]=2[CH:25]=1 |f:1.2,3.4.5|. Procedure details: A stirred mixture of 3.1 g of 2-methyl-3-(3-phenylsulfonylpropylindole, 2.1 g of 6-fluoro-3-(4-piperidyl)-1,2-benzisoxazole hydrochloride, 6.3 g of potassium carbonate and 50 ml of 2-butanone was heated under reflux for 24 hrs. The reaction mixture was poured into water and the aqueous mixture was extracted with dichloromethane. The organic extract was washed with water, dried over anhydrous magnesium sulfate and the solvent was removed under reduced pressure. The resultant oil was triturated wi...